This data is from the Open Reaction Database (ORD), a public repository of structured organic reaction records. The task is: describe an organic reaction: reactants, conditions, products, and yield Reactants: [OH-].[Na+] (sodium hydroxide), C(CC)C=1C(=CC2=C(OCO2)C1)CCC(=O)O (3-(6-propyl-1,3-benzodioxole-5-yl)propionic acid). Run in C(C)O (ethanol). Yields the product C(CC)C=1C(=CC2=C(OCO2)C1)CCC(=O)[O-].[Na+] (Sodium 3-(6-propyl-1,3-benzodioxole-5-yl)propionate). Reaction SMILES: [OH-].[Na+:2].[CH2:3]([C:6]1[C:7]([CH2:15][CH2:16][C:17]([OH:19])=[O:18])=[CH:8][C:9]2[O:13][CH2:12][O:11][C:10]=2[CH:14]=1)[CH2:4][CH3:5]>C(O)C>[CH2:3]([C:6]1[C:7]([CH2:15][CH2:16][C:17]([O-:19])=[O:18])=[CH:8][C:9]2[O:13][CH2:12][O:11][C:10]=2[CH:14]=1)[CH2:4][CH3:5].[Na+:2] |f:0.1,4.5|. Reported procedure: 29.2 ml of a 1N aqueous sodium hydroxide solution and 100 ml of ethanol were added to 6.9 g of 3-(6-propyl-1,3-benzodioxole-5-yl)propionic acid to obtain a solution. The solvent was distilled off and ether was added to the residue. A precipitate thus formed was recovered by filtration and dried to obtain 7.5 g of the intended compound in the form of a colorless powder.